Dataset: the Open Reaction Database (ORD), a public repository of structured organic reaction records. Task: describe an organic reaction: reactants, conditions, products, and yield Starting materials: CNC(=O)c1ccc[nH]1, CCOC(C)=O, O=C(Cl)c1cccnc1Cl, Cl[Sn](Cl)(Cl)Cl, c1ccccc1. Yields the product CNC(=O)c1ccc(C(=O)c2cccnc2Cl)[nH]1. As a reaction SMILES: [CH3:1][NH:2][C:3](=[O:4])[c:5]1[nH:6][cH:7][cH:8][cH:9]1.[CH3:31][CH2:32][O:33][C:34](=[O:35])[CH3:36].[Cl:10][c:11]1[c:12]([C:13](=[O:14])[Cl:15])[cH:16][cH:17][cH:18][n:19]1.[Sn:20]([Cl:21])([Cl:22])([Cl:23])[Cl:24].[cH:25]1[cH:26][cH:27][cH:28][cH:29][cH:30]1>>[CH3:1][NH:2][C:3](=[O:4])[c:5]1[nH:6][c:7]([C:13]([c:12]2[c:11]([Cl:10])[n:19][cH:18][cH:17][cH:16]2)=[O:14])[cH:8][cH:9]1.